Dataset: the Open Reaction Database (ORD), a public repository of structured organic reaction records. Task: describe an organic reaction: reactants, conditions, products, and yield Reactants: FC1=CC=C(C=C1)N1C(=NC=C1C(=O)OCC)CNC1=C(C(=CC=C1F)F)F (ethyl 1-(4-fluorophenyl)-2-(((2,3,6-trifluorophenyl)amino)methyl)-1H-imidazole-5-carboxylate), [H-].[Na+] (sodium hydride), Cl (HCl), CI (methyl iodide). Solvent: CN(C)C=O (DMF), C(C)(=O)OCC (Ethyl acetate). Run at time 30 minute. The product is FC1=CC=C(C=C1)N1C(=NC=C1C(=O)O)CN(C1=C(C(=CC=C1F)F)F)C (1-(4-Fluorophenyl)-2-((methyl(2,3,6-trifluorophenyl)amino)methyl)-1H-imidazole-5-carboxylic acid). As a reaction SMILES: [F:1][C:2]1[CH:7]=[CH:6][C:5]([N:8]2[C:12]([C:13]([O:15]CC)=[O:14])=[CH:11][N:10]=[C:9]2[CH2:18][NH:19][C:20]2[C:25]([F:26])=[CH:24][CH:23]=[C:22]([F:27])[C:21]=2[F:28])=[CH:4][CH:3]=1.[H-].[Na+].[CH3:31]I.Cl>CN(C=O)C.C(OCC)(=O)C>[F:1][C:2]1[CH:7]=[CH:6][C:5]([N:8]2[C:12]([C:13]([OH:15])=[O:14])=[CH:11][N:10]=[C:9]2[CH2:18][N:19]([CH3:31])[C:20]2[C:25]([F:26])=[CH:24][CH:23]=[C:22]([F:27])[C:21]=2[F:28])=[CH:4][CH:3]=1 |f:1.2|. Reported procedure: To a solution of ethyl 1-(4-fluorophenyl)-2-(((2,3,6-trifluorophenyl)amino)methyl)-1H-imidazole-5-carboxylate (23) (56 mg, 0.14 mmol) in DMF (2 mL) was added sodium hydride (60% in mineral oil, 7 mg, 0.28 mmol) and stirred for 30 minutes. To the solution was added methyl iodide (18 μL, 0.28 mmol) and again stirred overnight at room temperature. Ethyl acetate was added and the reaction was acidified with 2N HCl. The ethyl acetate was separated and the aqueous layer was extracted again with ethyl ... The reactants are NC1=CC=CC=C1 (aniline), NC1=CC=CC=C1 (aniline), [S] (sulphur), C(=S)=S (carbon disulphide), C(=S)=S (carbon disulphide), [S] (sulphur), [S] (sulphur), (2) benzothiazole, S1C=NC2=C1C=CC=C2 (benzothiazole). The product is SC=1SC2=C(N1)C=CC=C2 (2-mercaptobenzothiazole). Reaction SMILES: [NH2:1][C:2]1[CH:7]=[CH:6][CH:5]=[CH:4][CH:3]=1.[S].S1C2C=CC=CC=2N=C1.[C:18](=[S:20])=[S:19]>>[SH:20][C:18]1[S:19][C:3]2[CH:4]=[CH:5][CH:6]=[CH:7][C:2]=2[N:1]=1 |^3:7|. Reported procedure: reacting starting materials comprising (1) aniline, carbon disulphide and sulphur, (2) benzothiazole and sulphur or (3) aniline, carbon disulphide, benzothiazole and sulphur, to form crude 2-mercaptobenzothiazole, Starting materials: C(C1=CC=CC=C1)C(=NO)C1=NC=CC=C1 (benzyl-2-pyridylketoxime), [OH-].[Na+] (sodium hydroxide), mercuric chloride, C(CC)(=O)O (propionic acid). Run at time 1 hour. RXN SMILES: [CH2:1]([C:8]([C:11]1[CH:16]=[CH:15][CH:14]=[CH:13][N:12]=1)=[N:9]O)[C:2]1[CH:7]=[CH:6][CH:5]=[CH:4][CH:3]=1.[OH-].[Na+].[C:19](O)(=[O:22])[CH2:20][CH3:21]>C(OC(=O)CC)(=O)CC.[Zn]>[C:2]1([CH2:1][CH:8]([NH:9][C:19](=[O:22])[CH2:20][CH3:21])[C:11]2[CH:16]=[CH:15][CH:14]=[CH:13][N:12]=2)[CH:7]=[CH:6][CH:5]=[CH:4][CH:3]=1 |f:1.2|. Solvent: C(CC)(=O)OC(CC)=O (propionic acid anhydride). Procedure: To a solution of 42.4 g (0.2 mol) of benzyl-2-pyridylketoxime (E. Niemers and R. Hiltmann, Synth. 1976, 593), 2 g of sodium hydroxide and 0.2 g of mercuric chloride in 300 ml of propionic acid and 100 ml of propionic acid anhydride, were added 52.4 g (0.8 mol) of zinc powder with stirring in portions of 0.5 g in the course of one hour. The solution became warm and turned purple. Stirring was continued at 80° C. until the purple colour turned to yellow (ca. 3 hours). The reaction mixture was cool... Reagents/catalysts: [Zn] (zinc). Yields the product C1(=CC=CC=C1)CC(C1=NC=CC=C1)NC(CC)=O (N-[2-phenyl-1-(2-pyridyl)ethyl]propionamide). Reactants: [N+](=O)([O-])C1=CC=C(O1)C1=NN=C2N1N=C(C=C2)N=COCC (3-(5-nitro-2-furyl)-6-(ethyoxymethyleneamino)-s-triazolo[4,3-b]pyridazine), CN1CCNCC1 (N-methyl-piperazine). The solvent is O1CCOCC1 (dioxan). Reaction conditions: time 15 minute. The product is [N+](=O)([O-])C1=CC=C(O1)C1=NN=C2N1N=C(C=C2)N=CN2CCN(CC2)C (3-(5-nitro-2-furyl)-6-(4-methyl-1-piperazinyl-methyleneamino)-s-triazolo[4,3-b]pyridazine). Reaction SMILES: [N+:1]([C:4]1[O:8][C:7]([C:9]2[N:13]3[N:14]=[C:15]([N:18]=[CH:19]OCC)[CH:16]=[CH:17][C:12]3=[N:11][N:10]=2)=[CH:6][CH:5]=1)([O-:3])=[O:2].[CH3:23][N:24]1[CH2:29][CH2:28][NH:27][CH2:26][CH2:25]1>O1CCOCC1>[N+:1]([C:4]1[O:8][C:7]([C:9]2[N:13]3[N:14]=[C:15]([N:18]=[CH:19][N:27]4[CH2:28][CH2:29][N:24]([CH3:23])[CH2:25][CH2:26]4)[CH:16]=[CH:17][C:12]3=[N:11][N:10]=2)=[CH:6][CH:5]=1)([O-:3])=[O:2]. Reported procedure: 0.9 g. 3-(5-nitro-2-furyl)-6-(ethyoxymethyleneamino)-s-triazolo[4,3-b]pyridazine were dissolved in 20 ml. hot dioxan and mixed, while stirring, with 0.6 g. N-methyl-piperazine at 50°C. After 15 minutes, the crystals formed were filtered off with suction and recrystallized from 15 ml. of a mixture of 70% dioxan and 30 ml. dimethyl formamide. There was thus obtained 0.77 g. 3-(5-nitro-2-furyl)-6-(4-methyl-1-piperazinyl methyleneamino)-s-triazolo[4,3-b]pyridazine, which had a melting point of 247° ... The reactants are O=C1C=CN(C=C1)C(CCCC1=CC=CC=C1)CC (4-(4-oxo-4Hpyridin-1-yl)hexylbenzene), C(CCCCCCC)OC(CC#N)=O (octylcyanoacetate), C(C)(=O)OC(C)=O (acetic anhydride). Reaction conditions: temperature 140 celsius. The product is C(CCCCC)C1=CC=C(C=C1)N1C=CC(C=C1)=C(C#N)C(=O)OCCCCCCCC (1-(4-n-hexylphenyl)-4-(octyloxycarbonylcyanomethylene)-1,4-dihydropyridine). RXN SMILES: O=[C:2]1[CH:7]=[CH:6][N:5]([CH:8]([CH2:18][CH3:19])[CH2:9][CH2:10][CH2:11][C:12]2[CH:17]=[CH:16][CH:15]=[CH:14][CH:13]=2)[CH:4]=[CH:3]1.[CH2:20]([O:28][C:29](=[O:33])[CH2:30][C:31]#[N:32])[CH2:21][CH2:22][CH2:23][CH2:24][CH2:25][CH2:26][CH3:27].C(OC(=O)C)(=O)C>>[CH2:12]([C:11]1[CH:10]=[CH:9][C:8]([N:5]2[CH:4]=[CH:3][C:2](=[C:30]([C:29]([O:28][CH2:20][CH2:21][CH2:22][CH2:23][CH2:24][CH2:25][CH2:26][CH3:27])=[O:33])[C:31]#[N:32])[CH:7]=[CH:6]2)=[CH:18][CH:19]=1)[CH2:17][CH2:16][CH2:15][CH2:14][CH3:13]. Procedure details: In a 50 ml round bottom flask with stirbar, reflux condenser and nitrogen bubbler was placed the 4-(4-oxo-4Hpyridin-1-yl)hexylbenzene (0.638 g, 2.5 mmol), octylcyanoacetate (1.97 g, 10 mmol) and acetic anhydride (5.0 g). This mixture was heated in a 140° C. oil bath for 4.0 hours. After this period the mixture was cooled and crystalline product was isolated by suction filtration and washed well with acetic anhydride. The crude product was crystallized once from 1-propanol as yellow crystals (0.9... The reactants are [H][H] (hydrogen), [H][H] (hydrogen), 10, C(C(=O)O)(=O)O.CN(CCCOC1=C(C=CC=C1)CN(C(C=CC1=CC=CC=C1)=O)CCC1=CC=C(C=C1)[N+](=O)[O-])C (N-[[2-[3-(dimethylamino)propoxy]phenyl]methyl]-N-[2-(4-nitrophenyl)ethyl]-3-phenyl-2-propenamide, oxalate salt). Reagents/catalysts: [Pd] (palladium on carbon). Run in C(C)O (ethanol). Product: C(C(=O)O)(=O)O.NC1=CC=C(C=C1)CCN(C(C=CC1=CC=CC=C1)=O)CC1=C(C=CC=C1)OCCCN(C)C (N-[2-(4-Aminophenyl)ethyl]-N-[[2-[3-(dimethylamino)propoxy]phenyl]methyl]-3-phenyl-2-propenamide, oxalate salt). Reaction SMILES: [C:1]([OH:6])(=[O:5])[C:2]([OH:4])=[O:3].[CH3:7][N:8]([CH3:42])[CH2:9][CH2:10][CH2:11][O:12][C:13]1[CH:18]=[CH:17][CH:16]=[CH:15][C:14]=1[CH2:19][N:20]([CH2:31][CH2:32][C:33]1[CH:38]=[CH:37][C:36]([N+:39]([O-])=O)=[CH:35][CH:34]=1)[C:21](=[O:30])[CH:22]=[CH:23][C:24]1[CH:29]=[CH:28][CH:27]=[CH:26][CH:25]=1.[H][H]>C(O)C.[Pd]>[C:1]([OH:6])(=[O:5])[C:2]([OH:4])=[O:3].[NH2:39][C:36]1[CH:37]=[CH:38][C:33]([CH2:32][CH2:31][N:20]([CH2:19][C:14]2[CH:15]=[CH:16][CH:17]=[CH:18][C:13]=2[O:12][CH2:11][CH2:10][CH2:9][N:8]([CH3:42])[CH3:7])[C:21](=[O:30])[CH:22]=[CH:23][C:24]2[CH:29]=[CH:28][CH:27]=[CH:26][CH:25]=2)=[CH:34][CH:35]=1 |f:0.1,5.6|. Procedure details: A suspension of 10 parts of N-[[2-[3-(dimethylamino)propoxy]phenyl]methyl]-N-[2-(4-nitrophenyl)ethyl]-3-phenyl-2-propenamide, oxalate salt (1:1) in 100 ml of ethanol is treated with 1 part of 5% palladium on carbon and placed under 3 atmospheres of gaseous hydrogen. The mixture is shaken until one equivalent of hydrogen is consumed, filtered and the solvent evaporated under reduced pressure to give the title compound. The reactants are C1CCOC1, COC(=O)c1ccc(S(=O)(=O)n2cc(I)c3ccccc32)cc1, ClCCl, OB(O)c1cccnc1F, [Na+], [Na+], O=C([O-])[O-]. Yields the product COC(=O)c1ccc(S(=O)(=O)n2cc(-c3cccnc3F)c3ccccc32)cc1. RXN SMILES: [CH2:43]1[O:44][CH2:45][CH2:46][CH2:47]1.[CH3:1][O:2][C:3]([c:4]1[cH:5][cH:6][c:7]([S:10](=[O:11])(=[O:12])[n:13]2[cH:14][c:15]([I:22])[c:16]3[cH:17][cH:18][cH:19][cH:20][c:21]23)[cH:8][cH:9]1)=[O:23].[Cl:40][CH2:41][Cl:42].[F:24][c:25]1[n:26][cH:27][cH:28][cH:29][c:30]1[B:31]([OH:32])[OH:33].[Na+:34].[Na+:35].[O-:36][C:37](=[O:38])[O-:39]>>[CH3:1][O:2][C:3]([c:4]1[cH:5][cH:6][c:7]([S:10](=[O:11])(=[O:12])[n:13]2[cH:14][c:15](-[c:30]3[c:25]([F:24])[n:26][cH:27][cH:28][cH:29]3)[c:16]3[cH:17][cH:18][cH:19][cH:20][c:21]23)[cH:8][cH:9]1)=[O:23]. Starting materials: N1(C)C(=O)N(C)C=2N=CN(C2C1=O)CC(N)=NO (2-(theophyllin-7-yl)-acetamidoxime), C(C=C)(=O)OCC (ethyl acrylate), CC[O-].[Na+] (sodium ethylate). Run in C(C)O (ethanol). Conditions: time 15 hour. Yields the product C(C)OCCC1=NC(=NO1)CN1C=NC=2N(C(N(C)C(C12)=O)=O)C (7-[[5-(2-ethoxy-ethyl)-1,2,4-oxadiazol-3-yl]-methyl]-theophylline). The yield is 95.0%. Reaction SMILES: [N:1]1([C:12](=[O:13])[C:11]2[N:10]([CH2:14][C:15](=[N:17][OH:18])[NH2:16])[CH:9]=[N:8][C:7]=2[N:5]([CH3:6])[C:3]1=[O:4])[CH3:2].[C:19]([O:23][CH2:24][CH3:25])(=O)[CH:20]=[CH2:21].CC[O-].[Na+]>C(O)C>[CH2:24]([O:23][CH2:19][CH2:20][C:21]1[O:18][N:17]=[C:15]([CH2:14][N:10]2[C:11]3[C:12](=[O:13])[N:1]([CH3:2])[C:3](=[O:4])[N:5]([CH3:6])[C:7]=3[N:8]=[CH:9]2)[N:16]=1)[CH3:25] |f:2.3|. Procedure details: 12.6 g. 2-(theophyllin-7-yl)-acetamidoxime, 10 g. of ethyl acrylate, 220 cm3 of ethanol and 3.4 g. of sodium ethylate are heated under stirring for 15 hours. 16 g. (95% yield) of raw 7-[[5-(2-ethoxy-ethyl)-1,2,4-oxadiazol-3-yl]-methyl]-theophylline are obtained. This product is heated with 20 cm3 diethylamine under stirring for 8 hours on a 110° C. oil bath. The mixture is then evaporated at reduced pressure, washed by trituration with water and salt is formed with 5.8 g. of maleic acid in hot e... Starting materials: CN(C)C=O (DMF), C([O-])([O-])=O.[K+].[K+] (potassium carbonate), O=P(Cl)(Cl)Cl (POCl3), Cl.N12CCC(C(CCC1)C2)=O (1-Azabicyclo[3.3.1]nonane-4-one hydrochloride). Run at temperature 100 celsius. Product: ClC1C(=CN2CCCC1C2)C=O (4-Chloro-3-formyl-1-azabicyclo[3.3.1]non-2-ene). Yield: 91.6%. Reaction SMILES: CN([CH:4]=[O:5])C.O=P(Cl)(Cl)Cl.[ClH:11].[N:12]12[CH2:20][CH:16]([CH2:17][CH2:18][CH2:19]1)[C:15](=O)[CH2:14][CH2:13]2.C(=O)([O-])[O-].[K+].[K+]>>[Cl:11][CH:15]1[CH:16]2[CH2:20][N:12]([CH2:19][CH2:18][CH2:17]2)[CH:13]=[C:14]1[CH:4]=[O:5] |f:2.3,4.5.6|. Procedure: To DMF (50 ml, 0.68 mol) was slowly added POCl3 (50 ml, 0.54 mol) at 0° C. over 1 h. 1-Azabicyclo[3.3.1]nonane-4-one hydrochloride (17.5 g, 0.1 mol) was added in one portion and the reaction mixture heated at 100° C. for 1 h. After cooling the reaction mixture was poured on ice (1000 g) and the reaction mixture neutralized with potassium carbonate. The water phase was extracted with ether (5×200 ml). The organic phase was dried over MgSO4 and evaporated. The residue was purified by column chroma...